The task is: describe an organic reaction: reactants, conditions, products, and yield. This data is from the Open Reaction Database (ORD), a public repository of structured organic reaction records. Reactants: COC=C1C(OC(OC1=O)(C)C)=O (5-(methoxymethylene)-2,2-dimethyl-1,3-dioxane-4,6-dione), BrC=1C=C(N)C=CC1C (3-bromo-4-methylaniline). Run in CC(C)O (IPA). Run at temperature 90 celsius. Yields the product BrC=1C=C(C=CC1C)NC=C1C(OC(OC1=O)(C)C)=O (5-(((3-bromo-4-methylphenyl)amino)methylene)-2,2-dimethyl-1,3-dioxane-4,6-dione). Yield: 84.0%. Reaction SMILES: [Br:1][C:2]1[CH:3]=[C:4]([CH:6]=[CH:7][C:8]=1[CH3:9])[NH2:5].CO[CH:12]=[C:13]1[C:18](=[O:19])[O:17][C:16]([CH3:21])([CH3:20])[O:15][C:14]1=[O:22]>CC(O)C>[Br:1][C:2]1[CH:3]=[C:4]([NH:5][CH:12]=[C:13]2[C:14](=[O:22])[O:15][C:16]([CH3:20])([CH3:21])[O:17][C:18]2=[O:19])[CH:6]=[CH:7][C:8]=1[CH3:9]. Procedure: To a vial charged with 3-bromo-4-methylaniline (1.00 g, 5.37 mmol) was added IPA (10.75 ml) and 5-(methoxymethylene)-2,2-dimethyl-1,3-dioxane-4,6-dione (1.001 g, 5.37 mmol) respectively. The mixture was heated to 90° C. for 2 hrs, providing a brown solution which was cooled to room temperature, yielding an orange precipitate which was collected by vacuum filtration affording 5-(((3-bromo-4-methylphenyl)amino)methylene)-2,2-dimethyl-1,3-dioxane-4,6-dione (1.535 g, 4.51 mmol, 84% yield). This soli... Reactants: N12CCCCCC2=NCCC1 (1,8-Diazabicyclo[5.4.0]undec-7-ene), BrC1=CC=C(C=N1)C=O (6-bromo-pyridine-3-carbaldehyde), C(C)(C)(C)OC(=O)NC(C(=O)OC)P(=O)(OC)OC (methyl [(tert-butoxycarbonyl)amino](dimethoxyphosphoryl)acetate). Solvent: C(Cl)Cl (methylene chloride). Run at time 2 hour. Yields the product BrC1=CC=C(C=N1)C=C(C(=O)OC)NC(=O)OC(C)(C)C (methyl 3-(6-bromopyridin-3-yl)-2-[(tert-butoxycarbonyl)amino]acrylate). The yield is 84.0%. RXN SMILES: N12CCCN=C1CCCCC2.[Br:12][C:13]1[N:18]=[CH:17][C:16]([CH:19]=O)=[CH:15][CH:14]=1.[C:21]([O:25][C:26]([NH:28][CH:29](P(OC)(OC)=O)[C:30]([O:32][CH3:33])=[O:31])=[O:27])([CH3:24])([CH3:23])[CH3:22]>C(Cl)Cl>[Br:12][C:13]1[N:18]=[CH:17][C:16]([CH:19]=[C:29]([NH:28][C:26]([O:25][C:21]([CH3:24])([CH3:23])[CH3:22])=[O:27])[C:30]([O:32][CH3:33])=[O:31])=[CH:15][CH:14]=1. Procedure: 1,8-Diazabicyclo[5.4.0]undec-7-ene (480 uL, 3.2 mmol) was added to a mixture of 6-bromo-pyridine-3-carbaldehyde (Aldrich, Cat. #596280) (500 mg, 3 mmol) and methyl [(tert-butoxycarbonyl)amino](dimethoxyphosphoryl)acetate (Fluka, Cat. #09659) (960 mg, 3.2 mmol) in methylene chloride (5 mL) at r.t. under N2. The reaction was stirred for 2 h. The reaction was partitioned between EtOAc and 1 N HCl. The organic layer was washed with brine, dried over MgSO4, filtered and concentrated under reduced pre... Reactants: [Cl-].[NH4+] (ammonium chloride), C(C)OCCl (chloromethyl ethyl ether), C(C(C)C)(=O)OCC (ethyl isobutyrate), CN(C)P(=O)(N(C)C)N(C)C (HMPA), C(C)(C)NC(C)C (diisopropylamine), C(CCC)[Li] (n-butyl lithium), CCCCCC (hexane). Solvent: O (water), C1CCOC1 (THF), C1CCOC1 (THF), C1CCOC1 (THF). Conditions: temperature -78 celsius, time 1 hour. Yields the product CC(C(=O)OCC)(COCC)C (ethyl 2,2-dimethyl-4-oxahexanoate). Yield: 56.4%. As a reaction SMILES: [CH:1](NC(C)C)(C)C.C([Li])CCC.CCCCCC.[C:19]([O:24][CH2:25][CH3:26])(=[O:23])[CH:20]([CH3:22])[CH3:21].CN(P(N(C)C)(N(C)C)=O)C.[CH2:38]([O:40]CCl)[CH3:39].[Cl-].[NH4+]>C1COCC1.O>[CH3:21][C:20]([CH3:1])([CH2:22][O:40][CH2:38][CH3:39])[C:19]([O:24][CH2:25][CH3:26])=[O:23] |f:6.7|. Procedure: To a solution of diisopropylamine (4.36 g, 43.1 mmol) in 100 ml of anhydrous THF was added under argon atmosphere a solution of n-butyl lithium in hexane (1.61N, 26.8 ml, 43.1 mmol) at -20° C. The reaction mixture was stirred for one hour and cooled to -78° C. To the resulting mixture were added a solution of ethyl isobutyrate (5.00 g, 43.1 mmol) in anhydrous THF (15 ml) and HMPA (7.73 g, 43.1 mmol), and the mixture was stirred for 1.5 hrs. at -78° C. A solution of chloromethyl ethyl ether (4.89... The reactants are C(C1=CC=CC=C1)OC1=CC=C(CCl)C=C1 (4-benzyloxybenzyl chloride), S(=O)([O-])[O-].[Na+].[Na+] (sodium sulfite), COC(C)(C)C (tert-butyl methyl ether). Run in O (water). Conditions: temperature 75 celsius, time 21 hour. Yields the product [Na+].C(C1=CC=CC=C1)OC1=CC=C(C=C1)CS(=O)(=O)[O-] ((4-Benzyloxyphenyl)methanesulfonic acid sodium salt). Isolated yield 18.8%. Reaction SMILES: [CH2:1]([O:8][C:9]1[CH:16]=[CH:15][C:12]([CH2:13]Cl)=[CH:11][CH:10]=1)[C:2]1[CH:7]=[CH:6][CH:5]=[CH:4][CH:3]=1.[S:17]([O-:20])([O-:19])=[O:18].[Na+:21].[Na+].COC(C)(C)C>O>[Na+:21].[CH2:1]([O:8][C:9]1[CH:16]=[CH:15][C:12]([CH2:13][S:17]([O-:20])(=[O:19])=[O:18])=[CH:11][CH:10]=1)[C:2]1[CH:7]=[CH:6][CH:5]=[CH:4][CH:3]=1 |f:1.2.3,6.7|. Procedure: A mixture of 25.51 g of 4-benzyloxybenzyl chloride and 28.78 g of sodium sulfite in 96 ml of water was stirred at 75° C. for 21 hours. After cooling to room temperature, the reaction solution was stirred with 100 ml of tert-butyl methyl ether, and the solids were filtered off with suction, washed twice with 20 ml of tert-butyl methyl ether, once with 20 ml of ice-water, twice with 20 ml of acetone and twice with 20 ml of dichloromethane. The precipitate was dried in a vacuum drying cabinet at 40... The reactants are ClC1=CC(=C(CN2N=CC3=CC(=CC=C23)C=C2C(N=C(S2)SCC)=O)C=C1)C(F)(F)F (5-[1-(4-chloro-2-trifluoromethyl-benzyl)-1H-indazol-5-ylmethylene]-2-ethylsulfanyl-thiazol-4-one), COCC(=O)N1C[C@H](NCC1)C (2-Methoxy-1-(3-(R)-methyl-piperazin-1-yl)-ethanone). Product: ClC1=CC(=C(CN2N=CC3=CC(=CC=C23)C=C2C(N=C(S2)N2[C@@H](CN(CC2)C(COC)=O)C)=O)C=C1)C(F)(F)F (5-[1-(4-Chloro-2-trifluoromethyl-benzyl)-1H-indazol-5-ylmethylene]-2-[4-(2-methoxy-acetyl)-2-(R)-methyl-piperazin-1-yl]-thiazol-4-one). Reaction SMILES: [Cl:1][C:2]1[CH:27]=[CH:26][C:5]([CH2:6][N:7]2[C:15]3[C:10](=[CH:11][C:12]([CH:16]=[C:17]4[S:21][C:20](SCC)=[N:19][C:18]4=[O:25])=[CH:13][CH:14]=3)[CH:9]=[N:8]2)=[C:4]([C:28]([F:31])([F:30])[F:29])[CH:3]=1.[CH3:32][O:33][CH2:34][C:35]([N:37]1[CH2:42][CH2:41][NH:40][C@H:39]([CH3:43])[CH2:38]1)=[O:36]>>[Cl:1][C:2]1[CH:27]=[CH:26][C:5]([CH2:6][N:7]2[C:15]3[C:10](=[CH:11][C:12]([CH:16]=[C:17]4[S:21][C:20]([N:40]5[CH2:41][CH2:42][N:37]([C:35](=[O:36])[CH2:34][O:33][CH3:32])[CH2:38][C@H:39]5[CH3:43])=[N:19][C:18]4=[O:25])=[CH:13][CH:14]=3)[CH:9]=[N:8]2)=[C:4]([C:28]([F:31])([F:30])[F:29])[CH:3]=1. Reported procedure: 5-[1-(4-Chloro-2-trifluoromethyl-benzyl)-1H-indazol-5-ylmethylene]-2-[4-(2-methoxy-acetyl)-2-(R)-methyl-piperazin-1-yl]-thiazol-4-one was prepared from 5-[1-(4-chloro-2-trifluoromethyl-benzyl)-1H-indazol-5-ylmethylene]-2-ethylsulfanyl-thiazol-4-one and 2-Methoxy-1-(3-(R)-methyl-piperazin-1-yl)-ethanone following General Procedure C. Starting materials: CCOC(=O)C1(O[Si](C)(C)C(C)(C)C)CC1NC(=O)OCc1ccccc1, C1CCOC1, CCOCC. Product: CCOC(=O)C1(O)CC1NC(=O)OCc1ccccc1. RXN SMILES: [CH2:1]([c:2]1[cH:3][cH:4][cH:5][cH:6][cH:7]1)[O:8][C:9](=[O:10])[NH:11][CH:12]1[C:13]([C:15](=[O:16])[O:17][CH2:18][CH3:19])([O:20][Si:21]([C:22]([CH3:23])([CH3:24])[CH3:25])([CH3:26])[CH3:27])[CH2:14]1.[CH2:28]1[O:29][CH2:30][CH2:31][CH2:32]1.[CH3:33][CH2:34][O:35][CH2:36][CH3:37]>>[CH2:1]([c:2]1[cH:3][cH:4][cH:5][cH:6][cH:7]1)[O:8][C:9](=[O:10])[NH:11][CH:12]1[C:13]([C:15](=[O:16])[O:17][CH2:18][CH3:19])([OH:20])[CH2:14]1. Reactants: NC1=CC=C(C=C1)C1=NNC(CC1)=O (3-(4-aminophenyl)-6-oxo-1,4,5,6-tetrahydropyridazine), C=C1CC(=O)O1 (diketene). The solvent is CN(C=O)C (dimethylformamide). Product: O=C1CCC(=NN1)C1=CC=C(C=C1)NC(CC(=O)C)=O (Acetoacetic acid N-[4-(6-oxo-1,4,5,6-tetrahydropyridazin-3yl)-phenyl]-amide). As a reaction SMILES: [NH2:1][C:2]1[CH:7]=[CH:6][C:5]([C:8]2[CH2:13][CH2:12][C:11](=[O:14])[NH:10][N:9]=2)=[CH:4][CH:3]=1.[CH2:15]=[C:16]1[O:20][C:18](=[O:19])[CH2:17]1>CN(C)C=O>[O:14]=[C:11]1[NH:10][N:9]=[C:8]([C:5]2[CH:4]=[CH:3][C:2]([NH:1][C:18](=[O:19])[CH2:17][C:16]([CH3:15])=[O:20])=[CH:7][CH:6]=2)[CH2:13][CH2:12]1. Procedure: 20 g (0.106 mole) of 3-(4-aminophenyl)-6-oxo-1,4,5,6-tetrahydropyridazine in 250 ml of dimethylformamide are stirred with 9.47 g (0.113 moles) of diketene for 12 hours at room temperature. After the mixture has been concentrated, the residue is boiled up with 100 ml of ethanol, and the product is filtered off after cooling. The reactants are N1(C=NC=C1)CCCCCCCCN (8-(1H-imidazol-1-yl)octanamine), I.CSC1=NC2=CC=CC=3C2=C1C=CC3 (2-(methylthio)benz[cd]indole hydroiodide), Cl (hydrochloric acid), hydrochloride salt. Run in C(C)O (ethanol). The product is Cl.Cl.N1(C=NC=C1)CCCCCCCCNC1=NC2=CC=CC=3C2=C1C=CC3 (N-[8-(1H-Imidazol-1yl)octyl]benz[cd]indole-2-amine, dihydrochloride). Reaction SMILES: [N:1]1([CH2:6][CH2:7][CH2:8][CH2:9][CH2:10][CH2:11][CH2:12][CH2:13][NH2:14])[CH:5]=[CH:4][N:3]=[CH:2]1.I.CS[C:18]1[C:26]2[CH:27]=[CH:28][CH:29]=[C:24]3[C:25]=2[C:20](=[CH:21][CH:22]=[CH:23]3)[N:19]=1.[ClH:30]>C(O)C>[ClH:30].[ClH:30].[N:1]1([CH2:6][CH2:7][CH2:8][CH2:9][CH2:10][CH2:11][CH2:12][CH2:13][NH:14][C:18]2[C:26]3[CH:27]=[CH:28][CH:29]=[C:24]4[C:25]=3[C:20](=[CH:21][CH:22]=[CH:23]4)[N:19]=2)[CH:5]=[CH:4][N:3]=[CH:2]1 |f:1.2,5.6.7|. Procedure details: A mixture of 2.1 g of 8-(1H-imidazol-1-yl)octanamine, 400 ml of ethanol, and 3.2 g of 2-(methylthio)benz[cd]indole hydroiodide was reacted as described in Example 19, giving the base derivative which was then treated with hydrochloric acid giving 1.3 g of the desired hydrochloride salt, mp 222°-224° C. Reactants: C(C)(C)N(CC)C(C)C (diisopropylethylamine), N1CCOCC1 (morpholine), C(C)OC(=O)N1[C@@H](C[C@@H](C2=NC(=CC=C12)OC)NC1=NC(=CN=C1CC1=CC(=CC(=C1)C(F)(F)F)C(F)(F)F)Cl)CC ((2R*,4S*)-4-{[3,5-Bis(trifluoromethyl)benzyl]-(6-chloropyrazin-2-yl)}amino-2-ethyl-6-methoxy-3,4-dihydro-2H-[1,5]naphthyridine-1-carboxylic acid ethyl ester). The solvent is CN1C(N(CC1)C)=O (1,3-dimethylimidazolidinone). Conditions: temperature 100 celsius, time 3 day. Product: C(C)OC(=O)N1[C@@H](C[C@@H](C2=NC(=CC=C12)OC)NC1=NC(=CN=C1CC1=CC(=CC(=C1)C(F)(F)F)C(F)(F)F)N1CCOCC1)CC ((2R*,4S*)-4-{[3,5-bis(trifluoromethyl)benzyl]-[6-(morpholin-4-yl)pyrazin-2-yl]}amino-2-ethyl-6-methoxy-3,4-dihydro-2H-[1,5]naphthyridine-1-carboxylic acid ethyl ester). Reaction SMILES: [CH2:1]([O:3][C:4]([N:6]1[C:15]2[C:10](=[N:11][C:12]([O:16][CH3:17])=[CH:13][CH:14]=2)[C@@H:9]([NH:18][C:19]2[C:24]([CH2:25][C:26]3[CH:31]=[C:30]([C:32]([F:35])([F:34])[F:33])[CH:29]=[C:28]([C:36]([F:39])([F:38])[F:37])[CH:27]=3)=[N:23][CH:22]=[C:21](Cl)[N:20]=2)[CH2:8][C@H:7]1[CH2:41][CH3:42])=[O:5])[CH3:2].C(N(C(C)C)CC)(C)C.[NH:52]1[CH2:57][CH2:56][O:55][CH2:54][CH2:53]1>CN1CCN(C)C1=O>[CH2:1]([O:3][C:4]([N:6]1[C:15]2[C:10](=[N:11][C:12]([O:16][CH3:17])=[CH:13][CH:14]=2)[C@@H:9]([NH:18][C:19]2[C:24]([CH2:25][C:26]3[CH:31]=[C:30]([C:32]([F:35])([F:34])[F:33])[CH:29]=[C:28]([C:36]([F:39])([F:38])[F:37])[CH:27]=3)=[N:23][CH:22]=[C:21]([N:52]3[CH2:57][CH2:56][O:55][CH2:54][CH2:53]3)[N:20]=2)[CH2:8][C@H:7]1[CH2:41][CH3:42])=[O:5])[CH3:2]. Reported procedure: (2R*,4S*)-4-{[3,5-Bis(trifluoromethyl)benzyl]-(6-chloropyrazin-2-yl)}amino-2-ethyl-6-methoxy-3,4-dihydro-2H-[1,5]naphthyridine-1-carboxylic acid ethyl ester (300 mg) is dissolved in 1,3-dimethylimidazolidinone (2 ml), then thereto are added diisopropylethylamine (0.13 ml) and morpholine (0.6 ml), and the mixture is heated to 100° C. and stirred for 3 days. After adding distilled water, the mixture is extracted with ether. The organic layer is washed with a saturated brine, dried over magnesium s...